Dataset: the Open Reaction Database (ORD), a public repository of structured organic reaction records. Task: describe an organic reaction: reactants, conditions, products, and yield Reaction SMILES: [C:1]([C:4]1[CH:5]=[C:6]2[C:10](=[CH:11][CH:12]=1)[NH:9][CH:8]=[C:7]2[CH2:13][C:14]1[CH:19]=[CH:18][C:17]([Cl:20])=[CH:16][C:15]=1[Cl:21])([OH:3])=O.C1(C2CCCCCCCCCC=2)CCCCCCCCNN=1.[CH2:44]([S:49]([NH2:52])(=[O:51])=[O:50])[CH2:45][CH2:46][CH2:47][CH3:48]>O>[Cl:21][C:15]1[CH:16]=[C:17]([Cl:20])[CH:18]=[CH:19][C:14]=1[CH2:13][C:7]1[C:6]2[C:10](=[CH:11][CH:12]=[C:4]([C:1](=[O:3])[NH:52][S:49]([CH2:44][CH2:45][CH2:46][CH2:47][CH3:48])(=[O:51])=[O:50])[CH:5]=2)[NH:9][CH:8]=1. Yields the product ClC1=C(CC2=CNC3=CC=C(C=C23)C(NS(=O)(=O)CCCCC)=O)C=CC(=C1)Cl (3-(2,4-dichlorobenzyl)-5-(1-pentanesulfonylcarbamoyl)indole). Procedure: N,N′-Carbonyldiimidazole (0.282 g) is added to an N,N-dimethylfornamide (4.3 ml) solution of 5-carboxy-3-(2,4-dichlorobenzyl)indole (0.429 g), and stirred at room temperature for 1 hour. Diazabicycloundecene (0.306 g) and 1-pentanesulfonamide (0.304 g) are added thereto, and stirred at 100° C. for 40 hours. The reaction mixture is cooled, and then made acidic with water and 1M HCI added thereto. Then, the gummy residue formed is collected. This is dissolved in ethyl acetate, washed with water, a... Reaction conditions: time 1 hour. The solvent is O (water). Starting materials: N,N′-Carbonyldiimidazole, solution, C(=O)(O)C=1C=C2C(=CNC2=CC1)CC1=C(C=C(C=C1)Cl)Cl (5-carboxy-3-(2,4-dichlorobenzyl)indole), C1(=NNCCCCCCCC1)C1=CCCCCCCCCC1 (Diazabicycloundecene), C(CCCC)S(=O)(=O)N (1-pentanesulfonamide). Isolated yield 42.5%. Reactants: Cl, Cl, Cl, O=C(O)CC1CCOCC1, NC1CCC(CCN2CCN(c3nccc4sccc34)CC2)CC1. Product: O=C(CC1CCOCC1)NC1CCC(CCN2CCN(c3nccc4sccc34)CC2)CC1. As a reaction SMILES: [ClH:1].[ClH:2].[ClH:3].[O:28]1[CH2:29][CH2:30][CH:31]([CH2:34][C:35](=[O:36])[OH:37])[CH2:32][CH2:33]1.[s:4]1[cH:5][cH:6][c:7]2[c:8]([N:13]3[CH2:14][CH2:15][N:16]([CH2:19][CH2:20][CH:21]4[CH2:22][CH2:23][CH:24]([NH2:27])[CH2:25][CH2:26]4)[CH2:17][CH2:18]3)[n:9][cH:10][cH:11][c:12]12>>[s:4]1[cH:5][cH:6][c:7]2[c:8]([N:13]3[CH2:14][CH2:15][N:16]([CH2:19][CH2:20][CH:21]4[CH2:22][CH2:23][CH:24]([NH:27][C:35]([CH2:34][CH:31]5[CH2:30][CH2:29][O:28][CH2:33][CH2:32]5)=[O:36])[CH2:25][CH2:26]4)[CH2:17][CH2:18]3)[n:9][cH:10][cH:11][c:12]12. The reactants are BrC1=C(C=C(C(=O)OC)C=C1)C(=O)OC (Dimethyl 4-bromoisophthalate), C(C=C)#N (acrylonitrile), C1(CCCCC1)CNCC1CCCCC1 (N,N-dicyclohexylmethylamine), C(C)(C)(C)P(C(C)(C)C)C(C)(C)C (tri-tert-butylphosphine). The reagents and catalysts are C=1C=CC(=CC1)/C=C/C(=O)/C=C/C2=CC=CC=C2.C=1C=CC(=CC1)/C=C/C(=O)/C=C/C2=CC=CC=C2.C=1C=CC(=CC1)/C=C/C(=O)/C=C/C2=CC=CC=C2.[Pd].[Pd] (tris(dibenzylideneacetone)dipalladium(0)). Solvent: C(C)(=O)OCC (ethyl acetate), C(C)(=O)OCC.CCCCCC (ethyl acetate hexane), O1CCOCC1 (1,4-dioxane). Run at temperature 80 celsius. Product: C(#N)C=CC1=C(C=C(C(=O)OC)C=C1)C(=O)OC (dimethyl 4-(2-cyanovinyl)isophthalate). Reaction SMILES: Br[C:2]1[CH:11]=[CH:10][C:5]([C:6]([O:8][CH3:9])=[O:7])=[CH:4][C:3]=1[C:12]([O:14][CH3:15])=[O:13].[C:16](#[N:19])[CH:17]=[CH2:18].C1(CNCC2CCCCC2)CCCCC1.C(P(C(C)(C)C)C(C)(C)C)(C)(C)C>C(OCC)(=O)C.C1C=CC(/C=C/C(/C=C/C2C=CC=CC=2)=O)=CC=1.C1C=CC(/C=C/C(/C=C/C2C=CC=CC=2)=O)=CC=1.C1C=CC(/C=C/C(/C=C/C2C=CC=CC=2)=O)=CC=1.[Pd].[Pd].C(OCC)(=O)C.CCCCCC.O1CCOCC1>[C:16]([CH:17]=[CH:18][C:2]1[CH:11]=[CH:10][C:5]([C:6]([O:8][CH3:9])=[O:7])=[CH:4][C:3]=1[C:12]([O:14][CH3:15])=[O:13])#[N:19] |f:5.6.7.8.9,10.11|. Reported procedure: A microwave vial was charged with dimethyl 4-bromoisophthalate (Example 88A, 500 mg, 1.83 mmol), acrylonitrile (117 mg, 2.20 mmol), N,N-dicyclohexylmethylamine (429 mg, 2.20 mmol), tri-tert-butylphosphine (0.11 mL, 0.11 mmol, 1.0 M in toluene), tris(dibenzylideneacetone)dipalladium(0) (50.3 mg, 0.055 mmol), and 1,4-dioxane (1.4 mL) under nitrogen. The reaction mixture was heated to 80° C. in an oil bath for 4 hours. Reaction was complete as indicated by thin layer chromatography (40% ethyl aceta... Starting materials: [Na+].C1=CC(=CC2=C3CCCCC3=CC=C12)S(=O)(=O)[O-] (5,6,7,8-Tetrahydrophenanthrene-3-sulfonic acid sodium salt), S(=O)(Cl)Cl (thionyl chloride). Reagents/catalysts: CN(C)C=O (DMF). Conditions: temperature 60 celsius. The product is C1=CC(=CC2=C3CCCCC3=CC=C12)S(=O)(=O)Cl (5,6,7,8-Tetrahydrophenanthrene-3-sulfonyl chloride). As a reaction SMILES: [Na+].[CH:2]1[C:15]2[C:6](=[C:7]3[C:12](=[CH:13][CH:14]=2)[CH2:11][CH2:10][CH2:9][CH2:8]3)[CH:5]=[C:4]([S:16]([O-:19])(=O)=[O:17])[CH:3]=1.S(Cl)([Cl:22])=O>CN(C=O)C>[CH:2]1[C:15]2[C:6](=[C:7]3[C:12](=[CH:13][CH:14]=2)[CH2:11][CH2:10][CH2:9][CH2:8]3)[CH:5]=[C:4]([S:16]([Cl:22])(=[O:19])=[O:17])[CH:3]=1 |f:0.1|. Reported procedure: 5,6,7,8-Tetrahydrophenanthrene-3-sulfonic acid sodium salt (1 g, 3.68 mmol) is suspended in 5 mL of thionyl chloride. DMF (2 drops) is added and the solution is heated to 60° C. for 30 minutes. After this time, the reaction mixture is concentrated. The residue is triturated with CH2Cl2 and the resulting solid is filtered off. The collected organic solution is concentrated. The crude product is purified by column chromatography eluting with 10% EtOAc/hexanes to give the title compound (0.60 g, 2....